From a dataset of the Open Reaction Database (ORD), a public repository of structured organic reaction records. describe an organic reaction: reactants, conditions, products, and yield Starting materials: CN(C)CCOCC(O)C=1C=C2CCC(C2=CC1)OC1OCCCC1 (2-[2-(N,N-dimethylamino)ethoxy]-1-[1-(tetrahydropyran-2-yloxy)indan-5-yl]-ethanol), C(C)(=O)OC(C)=O (acetic anhydride), N1=CC=CC=C1 (pyridine), ice water. The solvent is C(C)OCC (diethyl ether). Reaction conditions: time 1 hour. Product: C(C)(=O)OC(COCCN(C)C)C=1C=C2CCC(C2=CC1)OC1OCCCC1 (1-acetoxy-2-[2-(N,N-dimethylamino)ethoxy]-1-[1-(tetrahydropyran-2-yloxy)-indan-5-yl]ethane). As a reaction SMILES: [CH3:1][N:2]([CH2:4][CH2:5][O:6][CH2:7][CH:8]([C:10]1[CH:11]=[C:12]2[C:16](=[CH:17][CH:18]=1)[CH:15]([O:19][CH:20]1[CH2:25][CH2:24][CH2:23][CH2:22][O:21]1)[CH2:14][CH2:13]2)[OH:9])[CH3:3].[C:26](OC(=O)C)(=[O:28])[CH3:27].N1C=CC=CC=1>C(OCC)C>[C:26]([O:9][CH:8]([C:10]1[CH:11]=[C:12]2[C:16](=[CH:17][CH:18]=1)[CH:15]([O:19][CH:20]1[CH2:25][CH2:24][CH2:23][CH2:22][O:21]1)[CH2:14][CH2:13]2)[CH2:7][O:6][CH2:5][CH2:4][N:2]([CH3:1])[CH3:3])(=[O:28])[CH3:27]. Procedure details: A mixture of 2.5 g of 2-[2-(N,N-dimethylamino)ethoxy]-1-[1-(tetrahydropyran-2-yloxy)indan-5-yl]-ethanol, 8 ml of acetic anhydride and 0.64 ml of pyridine was stirred at room temperature for 1 hour. The reaction mixture was added to a mixture of 50 ml of ice water and 50 ml of diethyl ether. The organic layer was separated and dried over anhydrous magnesium sulfate. The solvent was removed by distillation under reduced pressure. The residue thus obtained was purified by column chromatography (elu... Reactants: CC(C)C(O)(c1ccc(Br)cc1)c1cn(C(c2ccccc2)(c2ccccc2)c2ccccc2)cn1, OB(O)c1ccc(Cl)cc1, [Na+], [Na+], O=C([O-])[O-], c1ccc(P(c2ccccc2)(c2ccccc2)[Pd](P(c2ccccc2)(c2ccccc2)c2ccccc2)(P(c2ccccc2)(c2ccccc2)c2ccccc2)P(c2ccccc2)(c2ccccc2)c2ccccc2)cc1. Yields the product CC(C)C(O)(c1ccc(-c2ccc(Cl)cc2)cc1)c1cn(C(c2ccccc2)(c2ccccc2)c2ccccc2)cn1. Reaction SMILES: [Br:1][c:2]1[cH:3][cH:4][c:5]([C:8]([CH:9]([CH3:10])[CH3:11])([OH:12])[c:13]2[n:14][cH:15][n:16]([C:18]([c:19]3[cH:20][cH:21][cH:22][cH:23][cH:24]3)([c:25]3[cH:26][cH:27][cH:28][cH:29][cH:30]3)[c:31]3[cH:32][cH:33][cH:34][cH:35][cH:36]3)[cH:17]2)[cH:6][cH:7]1.[Cl:37][c:38]1[cH:39][cH:40][c:41]([B:44]([OH:45])[OH:46])[cH:42][cH:43]1.[Na+:47].[Na+:48].[O-:49][C:50](=[O:51])[O-:52].[cH:53]1[cH:54][cH:55][c:56]([P:57]([Pd:58]([P:59]([c:60]2[cH:61][cH:62][cH:63][cH:64][cH:65]2)([c:66]2[cH:67][cH:68][cH:69][cH:70][cH:71]2)[c:72]2[cH:73][cH:74][cH:75][cH:76][cH:77]2)([P:78]([c:79]2[cH:80][cH:81][cH:82][cH:83][cH:84]2)([c:85]2[cH:86][cH:87][cH:88][cH:89][cH:90]2)[c:91]2[cH:92][cH:93][cH:94][cH:95][cH:96]2)[P:97]([c:98]2[cH:99][cH:100][cH:101][cH:102][cH:103]2)([c:104]2[cH:105][cH:106][cH:107][cH:108][cH:109]2)[c:110]2[cH:111][cH:112][cH:113][cH:114][cH:115]2)([c:116]2[cH:117][cH:118][cH:119][cH:120][cH:121]2)[c:122]2[cH:123][cH:124][cH:125][cH:126][cH:127]2)[cH:128][cH:129]1>>[c:2]1(-[c:41]2[cH:40][cH:39][c:38]([Cl:37])[cH:43][cH:42]2)[cH:3][cH:4][c:5]([C:8]([CH:9]([CH3:10])[CH3:11])([OH:12])[c:13]2[n:14][cH:15][n:16]([C:18]([c:19]3[cH:20][cH:21][cH:22][cH:23][cH:24]3)([c:25]3[cH:26][cH:27][cH:28][cH:29][cH:30]3)[c:31]3[cH:32][cH:33][cH:34][cH:35][cH:36]3)[cH:17]2)[cH:6][cH:7]1. The reactants are COC(=O)[C@@]12C(C[C@@H](CC1)C2(C)C)=O ((1S,4R)-methyl-7,7-dimethyl-2-oxobicyclo[2.2.1]heptane-1-carboxylate), COC(=O)[C@]12C(=C[C@H](CC1)C2(C)C)OS(=O)(=O)C(F)(F)F ((1R,4S)-methyl-7,7-dimethyl-2-(trifluoromethylsulfonyloxy)bicyclo[2.2.1]hept-2-ene-1-carboxylate), oil. The product is COC(=O)[C@@]12C(=C[C@@H](CC1)C2(C)C)OS(=O)(=O)C(F)(F)F ((1S,4R)-methyl-7,7-dimethyl-2-(trifluoromethylsulfonyloxy)bicyclo[2.2.1]hept-2-ene-1-carboxylate). RXN SMILES: COC([C@]12C(C)(C)[C@H](CC1)CC2=O)=O.[CH3:15][O:16][C:17]([C@@:19]12[C:25]([CH3:27])([CH3:26])[C@@H:22]([CH2:23][CH2:24]1)[CH:21]=[C:20]2[O:28][S:29]([C:32]([F:35])([F:34])[F:33])(=[O:31])=[O:30])=[O:18]>>[CH3:15][O:16][C:17]([C@:19]12[C:25]([CH3:27])([CH3:26])[C@H:22]([CH2:23][CH2:24]1)[CH:21]=[C:20]2[O:28][S:29]([C:32]([F:35])([F:33])[F:34])(=[O:31])=[O:30])=[O:18]. Procedure details: The title compound was prepared from 7b by the general procedure described for compound 9a. Brownish oil (68%). 1H NMR (300 MHz, CDCl3) δ ppm 5.81 (d, J=3.74, 1H), 3.77 (s, 3H), 2.51 (dd, J=3.67, 3.67 Hz, 1H), 2.39 (ddd, J=3.71, 8.76, 12.47 Hz, 1H), 2.03-2.13 (m, 1H), 1.65 (ddd, J=3.68, 9.18, 12.65 Hz, 1H), 1.24 (ddd, J=3.72, 9.18, 12.64 Hz, 1H), 1.11 (s, 3H), 0.97 (s, 3H). Exact mass calculated for C12H15F3O5S m/e 328.06. found 328.44. The reactants are O1C(=CC=C1)CNC1=NC=NC=C1NC(=S)NC1CCN(CC1)C(=O)OCC (ethyl 4-[[[[4-[(2-furanylmethyl)amino]-5-pyrimidinyl]amino]thioxomethyl]-amino]-1-piperidinecarboxylate). The reagents and catalysts are [Hg]=O (mercury(II)oxide). The solvent is C(C)O (ethanol). Conditions: time 2 hour. Yields the product O1C(=CC=C1)CN1C2=NC=NC=C2N=C1NC1CCN(CC1)C(=O)OCC (ethyl 4-[[9-(2-furanylmethyl)-9H-purin-8-yl]amino]-1-piperidinecarboxylate). Isolated yield 21.5%. RXN SMILES: [O:1]1[CH:5]=[CH:4][CH:3]=[C:2]1[CH2:6][NH:7][C:8]1[C:13]([NH:14][C:15]([NH:17][CH:18]2[CH2:23][CH2:22][N:21]([C:24]([O:26][CH2:27][CH3:28])=[O:25])[CH2:20][CH2:19]2)=S)=[CH:12][N:11]=[CH:10][N:9]=1>[Hg]=O.C(O)C>[O:1]1[CH:5]=[CH:4][CH:3]=[C:2]1[CH2:6][N:7]1[C:15]([NH:17][CH:18]2[CH2:23][CH2:22][N:21]([C:24]([O:26][CH2:27][CH3:28])=[O:25])[CH2:20][CH2:19]2)=[N:14][C:13]2[C:8]1=[N:9][CH:10]=[N:11][CH:12]=2. Procedure: A mixture of 4 parts of ethyl 4-[[[[4-[(2-furanylmethyl)amino]-5-pyrimidinyl]amino]thioxomethyl]-amino]-1-piperidinecarboxylate, 6 parts of mercury(II)oxide and 80 parts of ethanol was stirred for 2 hours at reflux temperature. The whole was filtered while hot over Hyflo® and the filtrate was evaporated. The residue was crystallized from a mixture of acetonitrile and ethanol. The product was filtered off and dried, yielding 0.8 parts (21.5%) of ethyl 4-[[9-(2-furanylmethyl)-9H-purin-8-yl]amino]-... Reactants: CC(=O)N1CCC(C(=O)O)CC1, O=S(Cl)Cl. Product: CC(=O)N1CCC(C(=O)O)CC1, [Cl-]. As a reaction SMILES: [C:1]([CH3:2])(=[O:3])[N:4]1[CH2:5][CH2:6][CH:7]([C:8](=[O:9])[OH:10])[CH2:11][CH2:12]1.[S:13]([Cl:14])([Cl:15])=[O:16]>>[C:1]([CH3:2])(=[O:3])[N:4]1[CH2:5][CH2:6][CH:7]([C:8](=[O:9])[OH:10])[CH2:11][CH2:12]1.[Cl-:15]. The reactants are BrC1=CC(=CC=C1)Br (1,3-Dibromobenzene), CC(C)([O-])C.[Na+] (sodium tert-butoxide), N1C[C@@H](CC1)CNC(OC(C)(C)C)=O ((R)-tert-butyl pyrrolidin-3-ylmethylcarbamate), C=1C=CC(=CC1)P(C=2C=CC=CC2)C3=CC=C4C=CC=CC4=C3C5=C6C=CC=CC6=CC=C5P(C=7C=CC=CC7)C=8C=CC=CC8 (BINAP). Reagents/catalysts: C=1C=CC(=CC1)/C=C/C(=O)/C=C/C2=CC=CC=C2.C=1C=CC(=CC1)/C=C/C(=O)/C=C/C2=CC=CC=C2.C=1C=CC(=CC1)/C=C/C(=O)/C=C/C2=CC=CC=C2.[Pd].[Pd] (Pd2(dba)3). Run in C1(=CC=CC=C1)C (toluene), O (water), CCOC(=O)C (EtOAc). Run at temperature 80 celsius. Yields the product BrC=1C=C(C=CC1)N1C[C@H](CC1)CNC(OC(C)(C)C)=O ((R)-tert-butyl (1-(3-bromophenyl)pyrrolidin-3-yl)methylcarbamate). Isolated yield 59.3%. As a reaction SMILES: Br[C:2]1[CH:7]=[CH:6][CH:5]=[C:4]([Br:8])[CH:3]=1.[NH:9]1[CH2:13][CH2:12][C@@H:11]([CH2:14][NH:15][C:16](=[O:22])[O:17][C:18]([CH3:21])([CH3:20])[CH3:19])[CH2:10]1.C1C=CC(P(C2C(C3C(P(C4C=CC=CC=4)C4C=CC=CC=4)=CC=C4C=3C=CC=C4)=C3C(C=CC=C3)=CC=2)C2C=CC=CC=2)=CC=1.CC(C)([O-])C.[Na+]>C1(C)C=CC=CC=1.O.CCOC(C)=O.C1C=CC(/C=C/C(/C=C/C2C=CC=CC=2)=O)=CC=1.C1C=CC(/C=C/C(/C=C/C2C=CC=CC=2)=O)=CC=1.C1C=CC(/C=C/C(/C=C/C2C=CC=CC=2)=O)=CC=1.[Pd].[Pd]>[Br:8][C:4]1[CH:3]=[C:2]([N:9]2[CH2:13][CH2:12][C@H:11]([CH2:14][NH:15][C:16](=[O:22])[O:17][C:18]([CH3:20])([CH3:19])[CH3:21])[CH2:10]2)[CH:7]=[CH:6][CH:5]=1 |f:3.4,8.9.10.11.12|. Procedure: 1,3-Dibromobenzene (0.2 g, 0.85 mmol), (R)-tert-butyl pyrrolidin-3-ylmethylcarbamate (0.17 g, 0.85 mmol), Pd2(dba)3 (39 mg, 0.04 mmol), BINAP (40 mg, 0.06 mmol) and sodium tert-butoxide (98 mg, 1.02 mmol) were suspended in toluene (2 mL). The mixture was heated at 80° C. for 16 hr. The mixture was cooled and diluted with water and EtOAc. The organic layer was separated, passed through a phase separator cartridge and concentrated under reduced pressure. Purification via silica gel column chromato... Starting materials: NC1=NC(=NC(=C1)N)NC(=N)N (4,6-diamino-2-guanidinopyrimidine), CSC(N)=N (S-methylisothiourea). Solvent: CO (methanol). The product is NC1=CC(=NC(=N1)NC(=N)N)NC(=N)N (6-amino-2,4-diguanidinopyrimidine). RXN SMILES: [NH2:1][C:2]1[CH:7]=[C:6]([NH2:8])[N:5]=[C:4]([NH:9][C:10]([NH2:12])=[NH:11])[N:3]=1.CS[C:15](=[NH:17])[NH2:16]>CO>[NH2:8][C:6]1[N:5]=[C:4]([NH:9][C:10]([NH2:12])=[NH:11])[N:3]=[C:2]([NH:1][C:15]([NH2:17])=[NH:16])[CH:7]=1. Procedure: A mixture of 1.7 g (0.01 m) of 4,6-diamino-2-guanidinopyrimidine prepared as in Example 2, 0.9 g (0.01 m) of S-methylisothiourea and 150 ml of methanol is heated at reflux overnight. Evaporation of the volatiles gives 6-amino-2,4-diguanidinopyrimidine.